Dataset: the Open Reaction Database (ORD), a public repository of structured organic reaction records. Task: describe an organic reaction: reactants, conditions, products, and yield The reactants are CC=1C=C(C=CC1)C1=CC=C(C=C1)C[C@@H](C1=NN=NN1)NC(=O)C1(CCCC1)CC(=O)OCC1=CC=CC=C1 ((S)-benzyl 2-(1-(2-(3′-methylbiphenyl-4-yl)-1-(1H-tetrazol-5-yl)ethylcarbamoyl)cyclopentyl)acetate). Reagents/catalysts: [Pd] (Pd—C). Solvent: CO (MeOH). Product: CC=1C=C(C=CC1)C1=CC=C(C=C1)C[C@@H](C1=NN=NN1)NC(=O)C1(CCCC1)CC(=O)O ((S)-2-(1-(2-(3′-methylbiphenyl-4-yl)-1-(1H-tetrazol-5-yl)ethylcarbamoyl)cyclopentyl)acetic acid). Reaction SMILES: [CH3:1][C:2]1[CH:3]=[C:4]([C:8]2[CH:13]=[CH:12][C:11]([CH2:14][C@H:15]([NH:21][C:22]([C:24]3([CH2:29][C:30]([O:32]CC4C=CC=CC=4)=[O:31])[CH2:28][CH2:27][CH2:26][CH2:25]3)=[O:23])[C:16]3[NH:20][N:19]=[N:18][N:17]=3)=[CH:10][CH:9]=2)[CH:5]=[CH:6][CH:7]=1>CO.[Pd]>[CH3:1][C:2]1[CH:3]=[C:4]([C:8]2[CH:13]=[CH:12][C:11]([CH2:14][C@H:15]([NH:21][C:22]([C:24]3([CH2:29][C:30]([OH:32])=[O:31])[CH2:28][CH2:27][CH2:26][CH2:25]3)=[O:23])[C:16]3[NH:17][N:18]=[N:19][N:20]=3)=[CH:10][CH:9]=2)[CH:5]=[CH:6][CH:7]=1. Procedure: (S)-benzyl 2-(1-(2-(3′-methylbiphenyl-4-yl)-1-(1H-tetrazol-5-yl)ethylcarbamoyl)cyclopentyl)acetate (175 mg, 0.334 mmol) was hydrogenated with 5% Pd—C (35.6 mg) in MeOH at room temperature for 0.5 hours. The reaction mixture was filtered through celite pad, and the filtrate was concentrated under reduced pressure. The residue was purified by reverse phase HPLC (Waters SunFire C-18 column, 0.1% TFA in H2O/CH3CN) to give (S)-2-(1-(2-(3′-methylbiphenyl-4-yl)-1-(1H-tetrazol-5-yl)ethylcarbamoyl)cyclop...